From a dataset of the Open Reaction Database (ORD), a public repository of structured organic reaction records. describe an organic reaction: reactants, conditions, products, and yield Starting materials: C1(CCCC1)OC1=CC(=C(C(=O)C2=CC(=C(OCC3=CC(=C(C(=O)OC)C=C3)OC)C=C2)CCC(=O)OC)C=C1)O (methyl 4-{[4-[4-(cyclopentyloxy)-2-hydroxybenzoyl]-2-(3-methoxy-3-oxopropyl)phenoxy]methyl}-2-methoxybenzoate), C(C)(=O)OCC (ethyl acetate), O (water), Cl (hydrochloric acid). Solvent: CO (methanol), O1CCCC1 (tetrahydrofuran), aqueous solution, [OH-].[Na+] (sodium hydroxide). Reaction conditions: time 1 hour. The product is C(=O)(O)CCC1=C(OCC2=CC(=C(C(=O)O)C=C2)OC)C=CC(=C1)C(C1=C(C=C(C=C1)OC1CCCC1)O)=O (4-({2-(2-carboxyethyl)-4-[4-(cyclopentyloxy)-2-hydroxybenzoyl]phenoxy}methyl)-2-methoxybenzoic acid). The yield is 45.1%. Reaction SMILES: [CH:1]1([O:6][C:7]2[CH:40]=[CH:39][C:10]([C:11]([C:13]3[CH:32]=[CH:31][C:16]([O:17][CH2:18][C:19]4[CH:28]=[CH:27][C:22]([C:23]([O:25]C)=[O:24])=[C:21]([O:29][CH3:30])[CH:20]=4)=[C:15]([CH2:33][CH2:34][C:35]([O:37]C)=[O:36])[CH:14]=3)=[O:12])=[C:9]([OH:41])[CH:8]=2)[CH2:5][CH2:4][CH2:3][CH2:2]1.O.Cl.C(OCC)(=O)C>CO.O1CCCC1.[OH-].[Na+]>[C:35]([CH2:34][CH2:33][C:15]1[CH:14]=[C:13]([C:11](=[O:12])[C:10]2[CH:39]=[CH:40][C:7]([O:6][CH:1]3[CH2:5][CH2:4][CH2:3][CH2:2]3)=[CH:8][C:9]=2[OH:41])[CH:32]=[CH:31][C:16]=1[O:17][CH2:18][C:19]1[CH:28]=[CH:27][C:22]([C:23]([OH:25])=[O:24])=[C:21]([O:29][CH3:30])[CH:20]=1)([OH:37])=[O:36] |f:6.7|. Procedure details: 0.98 g of methyl 4-{[4-[4-(cyclopentyloxy)-2-hydroxybenzoyl]-2-(3-methoxy-3-oxopropyl)phenoxy]methyl}-2-methoxybenzoate was dissolved in a mixed solvent of 10 mL of methanol and 10 mL of tetrahydrofuran, to which 2 mL of a 20% aqueous solution of sodium hydroxide was added at room temperature, and then this mixture was stirred for one hour at the same temperature. The reaction mixture to which water was added was adjusted to pH 2 with 6M hydrochloric acid, followed by the addition of ethyl aceta... Starting materials: C(C)(C)(C)C1=NC(=CC(=N1)N1CCN(CC1)CCCCN1C(C2=CC=CC=C2C1=O)=O)C1CCC1 (2-{4-[4-(2-tert-butyl-6-cyclobutyl-pyrimidin-4-yl)-piperazin-1-yl]-butyl}-isoindole-1,3-dione), O.NN (hydrazine hydrate). The solvent is C(C)O (ethanol). Product: C(C)(C)(C)C1=NC(=CC(=N1)N1CCN(CC1)CCCCN)C1CCC1 (4-[4-(2-tert-Butyl-6-cyclobutyl-pyrimidin-4-yl)-piperazin-1-yl]-butylamine). The yield is 68.8%. As a reaction SMILES: [C:1]([C:5]1[N:10]=[C:9]([N:11]2[CH2:16][CH2:15][N:14]([CH2:17][CH2:18][CH2:19][CH2:20][N:21]3C(=O)C4C(=CC=CC=4)C3=O)[CH2:13][CH2:12]2)[CH:8]=[C:7]([CH:32]2[CH2:35][CH2:34][CH2:33]2)[N:6]=1)([CH3:4])([CH3:3])[CH3:2].O.NN>C(O)C>[C:1]([C:5]1[N:10]=[C:9]([N:11]2[CH2:12][CH2:13][N:14]([CH2:17][CH2:18][CH2:19][CH2:20][NH2:21])[CH2:15][CH2:16]2)[CH:8]=[C:7]([CH:32]2[CH2:35][CH2:34][CH2:33]2)[N:6]=1)([CH3:4])([CH3:2])[CH3:3] |f:1.2|. Procedure details: 2.4 g of 2-{4-[4-(2-tert-butyl-6-cyclobutyl-pyrimidin-4-yl)-piperazin-1-yl]-butyl}-isoindole-1,3-dione (5.05 mmol) and 1.0 g of hydrazine hydrate (20.2 mmol) were dissolved in 20 ml of ethanol and heated to reflux for 1 h. The precipitate was filtered and the filtrate extracted with water and ethyl acetate. The organic layer was dried over magnesium sulfate, filtered, and concentrated to dryness to yield 1.2 g of the title compound. Reactants: C(CCC)C1=NC2=C(N1CC1=CC=C(C=C1)C=1C(=CC=CC1)C(=O)OC(C)(C)C)C=C(C=C2)OS(=O)(=O)C2=CC=CC=C2 (tert.-butyl 4'-[(2-n-butyl-6-benzenesulphonyloxy-benzimidazol-1-yl)methyl]biphenyl-2-carboxylate), FC(C(=O)O)(F)F (trifluoroacetic acid). The solvent is C(Cl)Cl (methylene chloride). Yields the product C(CCC)C1=NC2=C(N1CC1=CC=C(C=C1)C=1C(=CC=CC1)C(=O)O)C=C(C=C2)OS(=O)(=O)C2=CC=CC=C2 (4'-[(2-n-Butyl-6-benzenesulphonyloxy-benzimidazol-1-yl)methyl]biphenyl-2-carboxylic acid). Reaction SMILES: [CH2:1]([C:5]1[N:9]([CH2:10][C:11]2[CH:16]=[CH:15][C:14]([C:17]3[C:18]([C:23]([O:25]C(C)(C)C)=[O:24])=[CH:19][CH:20]=[CH:21][CH:22]=3)=[CH:13][CH:12]=2)[C:8]2[CH:30]=[C:31]([O:34][S:35]([C:38]3[CH:43]=[CH:42][CH:41]=[CH:40][CH:39]=3)(=[O:37])=[O:36])[CH:32]=[CH:33][C:7]=2[N:6]=1)[CH2:2][CH2:3][CH3:4].FC(F)(F)C(O)=O>C(Cl)Cl>[CH2:1]([C:5]1[N:9]([CH2:10][C:11]2[CH:16]=[CH:15][C:14]([C:17]3[C:18]([C:23]([OH:25])=[O:24])=[CH:19][CH:20]=[CH:21][CH:22]=3)=[CH:13][CH:12]=2)[C:8]2[CH:30]=[C:31]([O:34][S:35]([C:38]3[CH:43]=[CH:42][CH:41]=[CH:40][CH:39]=3)(=[O:36])=[O:37])[CH:32]=[CH:33][C:7]=2[N:6]=1)[CH2:2][CH2:3][CH3:4]. Reported procedure: Prepared analogously to Example 1 from tert.-butyl 4'-[(2-n-butyl-6-benzenesulphonyloxy-benzimidazol-1-yl)methyl]biphenyl-2-carboxylate and trifluoroacetic acid in methylene chloride. The reactants are BrCC1OCCO1, O=C([O-])[O-], COc1cc2c(Nc3ccc(Cl)cc3F)ncnc2cc1O, [K+], [K+], CN(C)C=O. The product is COc1cc2c(Nc3ccc(Cl)cc3F)ncnc2cc1OCC1OCCO1. Reaction SMILES: [Br:1][CH2:2][CH:3]1[O:4][CH2:5][CH2:6][O:7]1.[C:30](=[O:31])([O-:32])[O-:33].[Cl:8][c:9]1[cH:10][c:11]([F:29])[c:12]([NH:13][c:14]2[n:15][cH:16][n:17][c:18]3[cH:19][c:20]([OH:26])[c:21]([O:24][CH3:25])[cH:22][c:23]23)[cH:27][cH:28]1.[K+:34].[K+:35].[O:36]=[CH:37][N:38]([CH3:39])[CH3:40]>>[CH2:2]([CH:3]1[O:4][CH2:5][CH2:6][O:7]1)[O:26][c:20]1[cH:19][c:18]2[n:17][cH:16][n:15][c:14]([NH:13][c:12]3[c:11]([F:29])[cH:10][c:9]([Cl:8])[cH:28][cH:27]3)[c:23]2[cH:22][c:21]1[O:24][CH3:25]. Starting materials: C(C)(=O)C1=CC=2C(=NCC=3N(C2S1)C(=NN3)C)C3=C(C=CC=C3)Cl (2-Acetyl-4-(2-chlorophenyl)-9-methyl-6H-thieno[3,2-f] [1,2,4]triazolo[4,3-a] [1,4]diazepine), S(=O)(O)[O-].[Na+] (Sodium hydrogensulfite), ( II ), Cl[O-].[Na+] (sodium hypochlorite), C(CC(O)(C(=O)O)CC(=O)O)(=O)O (citric acid). Reaction conditions: temperature 60 celsius, time 1.5 hour. Yields the product ClC1=C(C=CC=C1)C1=NCC=2N(C3=C1C=C(S3)C(=O)O)C(=NN2)C ((4-(2-chlorophenyl)-9-methyl-6H-thieno[3,2-f] [1,2,4]triazolo[4,3-a] [1,4]diazepin-2-yl)carboxylic acid). Yield: 49.7%. RXN SMILES: [C:1]([C:4]1[S:13][C:12]2[N:11]3[C:14]([CH3:17])=[N:15][N:16]=[C:10]3[CH2:9][N:8]=[C:7]([C:18]3[CH:23]=[CH:22][CH:21]=[CH:20][C:19]=3[Cl:24])[C:6]=2[CH:5]=1)(=[O:3])C.Cl[O-].[Na+].S([O-])(O)=[O:29].[Na+].C(O)(=O)CC(CC(O)=O)(C(O)=O)O>>[Cl:24][C:19]1[CH:20]=[CH:21][CH:22]=[CH:23][C:18]=1[C:7]1[C:6]2[CH:5]=[C:4]([C:1]([OH:29])=[O:3])[S:13][C:12]=2[N:11]2[C:14]([CH3:17])=[N:15][N:16]=[C:10]2[CH2:9][N:8]=1 |f:1.2,3.4|. Procedure: 2-Acetyl-4-(2-chlorophenyl)-9-methyl-6H-thieno[3,2-f] [1,2,4]triazolo[4,3-a] [1,4]diazepine (1.0 g) synthesized by the method described in Artneim.-Forsch./Drug Res. 28 (II), Heft 7, 1153-1158 (1978) was added to a 10% aqueous sodium hypochlorite solution (21 ml), and the mixture was stirred at 60° C. for 1.5 hours. Sodium hydrogensulfite (2.9 g) was added to the reaction mixture. Then, an aqueous citric acid solution was added to adjust the reaction mixture to pH 3. The obtained crystals were c... The reactants are COc1cccc2c1OC(COS(=O)(=O)c1ccc(C)cc1)CO2, CS(C)=O, NC1CCC(c2c[nH]c3ccc(F)cc23)C1, [Na+], [OH-]. Product: COc1cccc2c1OC(CNC1CCC(c3c[nH]c4ccc(F)cc34)C1)CO2. As a reaction SMILES: [CH3:1][c:2]1[cH:3][cH:4][c:5]([S:6]([O:7][CH2:12][CH:13]2[CH2:14][O:15][c:16]3[c:17]([c:19]([O:23][CH3:24])[cH:20][cH:21][cH:22]3)[O:18]2)(=[O:8])=[O:9])[cH:10][cH:11]1.[CH3:43][S:44]([CH3:45])=[O:46].[F:25][c:26]1[cH:27][c:28]2[c:29]([CH:35]3[CH2:36][CH:37]([NH2:40])[CH2:38][CH2:39]3)[cH:30][nH:31][c:32]2[cH:33][cH:34]1.[Na+:42].[OH-:41]>>[CH2:12]([CH:13]1[CH2:14][O:15][c:16]2[c:17]([c:19]([O:23][CH3:24])[cH:20][cH:21][cH:22]2)[O:18]1)[NH:40][CH:37]1[CH2:36][CH:35]([c:29]2[c:28]3[cH:27][c:26]([F:25])[cH:34][cH:33][c:32]3[nH:31][cH:30]2)[CH2:39][CH2:38]1. The reactants are CC(=O)OC(C)=O, CCCCCC, Cc1ccccc1, CC[Zn]CC, NO, O=Cc1ccsc1. Product: CCC(OC(C)=O)c1ccsc1. As a reaction SMILES: [CH3:15][C:16](=[O:17])[O:18][C:19](=[O:20])[CH3:21].[CH3:22][CH2:23][CH2:24][CH2:25][CH2:26][CH3:27].[CH3:28][c:29]1[cH:30][cH:31][cH:32][cH:33][cH:34]1.[CH3:3][CH2:4][Zn:5][CH2:6][CH3:7].[NH2:1][OH:2].[s:8]1[cH:9][c:10]([CH:13]=[O:14])[cH:11][cH:12]1>>[CH2:6]([CH3:7])[CH:13]([c:10]1[cH:9][s:8][cH:12][cH:11]1)[O:14][C:16]([CH3:15])=[O:17].